Dataset: the Open Reaction Database (ORD), a public repository of structured organic reaction records. Task: describe an organic reaction: reactants, conditions, products, and yield Reactants: CN1C(=NC=2C1=NC=CC2)S(=O)(=O)C (3-methyl-2-(methylsulfonyl)-3H-imidazo[4,5-b]pyridine), C(C)N1C(N(C2=NC=C(C=C21)C)C2=CC=C(C=C2)O)=O (1-ethyl-3-(4-hydroxyphenyl)-6-methyl-1,3-dihydro-2H-imidazo[4,5-b]pyridin-2-one), [H-].[Na+] (NaH). Run in CN(C)C=O (DMF). Run at temperature 150 celsius, time 2 hour. The product is C(C)N1C(N(C2=NC=C(C=C21)C)C2=CC=C(C=C2)OC2=NC=1C(=NC=CC1)N2C)=O (1-ethyl-6-methyl-3-{4-[(3-methyl-3H-imidazo[4,5-b]pyridin-2-yl)oxy]phenyl}-1,3-dihydro-2H-imidazo[4,5-b]pyridin-2-one). Yield: 17.4%. RXN SMILES: [CH3:1][N:2]1[C:6]2=[N:7][CH:8]=[CH:9][CH:10]=[C:5]2[N:4]=[C:3]1S(C)(=O)=O.[CH2:15]([N:17]1[C:25]2[C:20](=[N:21][CH:22]=[C:23]([CH3:26])[CH:24]=2)[N:19]([C:27]2[CH:32]=[CH:31][C:30]([OH:33])=[CH:29][CH:28]=2)[C:18]1=[O:34])[CH3:16].[H-].[Na+]>CN(C=O)C>[CH2:15]([N:17]1[C:25]2[C:20](=[N:21][CH:22]=[C:23]([CH3:26])[CH:24]=2)[N:19]([C:27]2[CH:32]=[CH:31][C:30]([O:33][C:3]3[N:2]([CH3:1])[C:6]4=[N:7][CH:8]=[CH:9][CH:10]=[C:5]4[N:4]=3)=[CH:29][CH:28]=2)[C:18]1=[O:34])[CH3:16] |f:2.3|. Procedure details: To a solution of 3-methyl-2-(methylsulfonyl)-3H-imidazo[4,5-b]pyridine (156 mg) and 1-ethyl-3-(4-hydroxyphenyl)-6-methyl-1,3-dihydro-2H-imidazo[4,5-b]pyridin-2-one (166 mg) in DMF (3 mL) was added NaH (30 mg) at room temperature, and the mixture was stirred at 150° C. under microwave irradiation for 2 h. The mixture was partitioned between water and AcOEt. The organic layer was washed with brine, dried over Na2SO4, filtered and concentrated in vacuo. The residue was purified by column chromatogr... Starting materials: ClC1=C(C(=CC=C1)Cl)NC1=NC2=C(N1)C=CC(=C2)C(=O)O (2-(2,6-dichloro-phenylamino)-1H-benzimidazole-5-carboxylic acid), CC(CN)(C)C (2,2-dimethyl-propylamine), CN(C)C(=[N+](C)C)ON1C2=C(C=CC=C2)N=N1.[B-](F)(F)(F)F (TBTU). The solvent is CN(C)C=O (DMF). Yields the product CC(CNC(=O)C1=CC2=C(NC(=N2)NC2=C(C=CC=C2Cl)Cl)C=C1)(C)C (2-(2,6-Dichloro-phenylamino)-1H-benzimidazole-5-carboxylic acid (2,2-dimethyl-propyl)-amide). Reaction SMILES: [Cl:1][C:2]1[CH:7]=[CH:6][CH:5]=[C:4]([Cl:8])[C:3]=1[NH:9][C:10]1[NH:14][C:13]2[CH:15]=[CH:16][C:17]([C:19](O)=[O:20])=[CH:18][C:12]=2[N:11]=1.[CH3:22][C:23]([CH3:27])([CH3:26])[CH2:24][NH2:25].CN(C(ON1N=NC2C=CC=CC1=2)=[N+](C)C)C.[B-](F)(F)(F)F>CN(C=O)C>[CH3:22][C:23]([CH3:27])([CH3:26])[CH2:24][NH:25][C:19]([C:17]1[CH:16]=[CH:15][C:13]2[NH:14][C:10]([NH:9][C:3]3[C:4]([Cl:8])=[CH:5][CH:6]=[CH:7][C:2]=3[Cl:1])=[N:11][C:12]=2[CH:18]=1)=[O:20] |f:2.3|. Procedure details: Prepared analogously to example 3c from 2-(2,6-dichloro-phenylamino)-1H-benzimidazole-5-carboxylic acid, 2,2-dimethyl-propylamine, TEA and TBTU in DMF.